From a dataset of the Open Reaction Database (ORD), a public repository of structured organic reaction records. describe an organic reaction: reactants, conditions, products, and yield The reactants are FC(CCC(C1=C(C=C(C=C1)N1N=C2CCCCC2=C1)C)NC1=CC=C(C(=O)O)C=C1)(F)F (4-((4,4,4-trifluoro-1-(2-methyl-4-(4,5,6,7-tetrahydro-2H-indazol-2-yl)phenyl)butyl)amino)benzoic acid), N1C[C@@H](CCC1)C(=O)OCC (ethyl (3R)-piperidine-3-carboxylate), Cl.CN(CCCN=C=NCC)C (1-(3-dimethylaminopropyl)-3-ethylcarbodiimide hydrochloride), ON1N=NC2=C1C=CC=C2 (1-hydroxybenzotriazole), C(C)(C)N(C(C)C)CC (N,N-diisopropylethylamine). The reagents and catalysts are CN(C1=CC=NC=C1)C (4-dimethylaminopyridine). Solvent: O (water), CN(C)C=O (DMF). Conditions: time 8 hour. Yields the product FC(CCC(C1=C(C=C(C=C1)N1N=C2CCCCC2=C1)C)NC1=CC=C(C(=O)N2C[C@@H](CCC2)C(=O)OCC)C=C1)(F)F (ethyl (3R)-1-(4-((4,4,4-trifluoro-1-(2-methyl-4-(4,5,6,7-tetrahydro-2H-indazol-2-yl)phenyl)butyl)amino)benzoyl)piperidine-3-carboxylate). RXN SMILES: [F:1][C:2]([F:33])([F:32])[CH2:3][CH2:4][CH:5]([NH:22][C:23]1[CH:31]=[CH:30][C:26]([C:27](O)=[O:28])=[CH:25][CH:24]=1)[C:6]1[CH:11]=[CH:10][C:9]([N:12]2[CH:20]=[C:19]3[C:14]([CH2:15][CH2:16][CH2:17][CH2:18]3)=[N:13]2)=[CH:8][C:7]=1[CH3:21].[NH:34]1[CH2:39][CH2:38][CH2:37][C@@H:36]([C:40]([O:42][CH2:43][CH3:44])=[O:41])[CH2:35]1.Cl.CN(C)CCCN=C=NCC.ON1C2C=CC=CC=2N=N1.C(N(CC)C(C)C)(C)C>CN(C)C1C=CN=CC=1.O.CN(C=O)C>[F:33][C:2]([F:1])([F:32])[CH2:3][CH2:4][CH:5]([NH:22][C:23]1[CH:31]=[CH:30][C:26]([C:27]([N:34]2[CH2:39][CH2:38][CH2:37][C@@H:36]([C:40]([O:42][CH2:43][CH3:44])=[O:41])[CH2:35]2)=[O:28])=[CH:25][CH:24]=1)[C:6]1[CH:11]=[CH:10][C:9]([N:12]2[CH:20]=[C:19]3[C:14]([CH2:15][CH2:16][CH2:17][CH2:18]3)=[N:13]2)=[CH:8][C:7]=1[CH3:21] |f:2.3|. Procedure: A mixture of 4-((4,4,4-trifluoro-1-(2-methyl-4-(4,5,6,7-tetrahydro-2H-indazol-2-yl)phenyl)butyl)amino)benzoic acid, ethyl (3R)-piperidine-3-carboxylate (5.24 mL), 1-(3-dimethylaminopropyl)-3-ethylcarbodiimide hydrochloride (6.51 g), 1-hydroxybenzotriazole (4.59 g), N,N-diisopropylethylamine (8.90 mL), 4-dimethylaminopyridine (0.208 g) and DMF (42.5 ml) was stirred at room temperature overnight. To the reaction mixture was added water, and the mixture was extracted with ethyl acetate. The extract... The reactants are C1(CC1)C1=C(C(=NN1C1=CC(=CC=C1)C(F)(F)F)C)C(=O)N1CCC(CC1)=O (1-[5-Cyclopropyl-3-methyl-1-(3-trifluoromethyl-phenyl)-1H-pyrazole-4-carbonyl]-piperidin-4-one), Cl.OC[C@H]1NCC[C@H]1NC(C)=O (N-((2S,3R)-2-hydroxymethyl-pyrrolidin-3-yl)-acetamide hydrochloride). Product: C1(CC1)C1=C(C(=NN1C1=CC(=CC=C1)C(F)(F)F)C)C(=O)N1CCC(CC1)N1[C@@H]([C@@H](CC1)NC(C)=O)CO (N-((2S,3R)-1-{1-[5-Cyclopropyl-3-methyl-1-(3-trifluoromethyl-phenyl)-1H-pyrazole-4-carbonyl]-piperidin-4-yl}-2-hydroxymethyl-pyrrolidin-3-yl)-acetamide). Reaction SMILES: [CH:1]1([C:4]2[N:8]([C:9]3[CH:14]=[CH:13][CH:12]=[C:11]([C:15]([F:18])([F:17])[F:16])[CH:10]=3)[N:7]=[C:6]([CH3:19])[C:5]=2[C:20]([N:22]2[CH2:27][CH2:26][C:25](=O)[CH2:24][CH2:23]2)=[O:21])[CH2:3][CH2:2]1.Cl.[OH:30][CH2:31][C@@H:32]1[C@H:36]([NH:37][C:38](=[O:40])[CH3:39])[CH2:35][CH2:34][NH:33]1>>[CH:1]1([C:4]2[N:8]([C:9]3[CH:14]=[CH:13][CH:12]=[C:11]([C:15]([F:18])([F:17])[F:16])[CH:10]=3)[N:7]=[C:6]([CH3:19])[C:5]=2[C:20]([N:22]2[CH2:27][CH2:26][CH:25]([N:33]3[CH2:34][CH2:35][C@@H:36]([NH:37][C:38](=[O:40])[CH3:39])[C@H:32]3[CH2:31][OH:30])[CH2:24][CH2:23]2)=[O:21])[CH2:3][CH2:2]1 |f:1.2|. Procedure details: The title compound was prepared from 1-[5-Cyclopropyl-3-methyl-1-(3-trifluoromethyl-phenyl)-1H-pyrazole-4-carbonyl]-piperidin-4-one (Example 181B) and N-((2S,3R)-2-hydroxymethyl-pyrrolidin-3-yl)-acetamide hydrochloride in direct analogy to the general procedure used in example 129. MS: 534.2 (MH+). Reactants: CN1C(CC[C@@]2(C3=C(CC[C@@H]12)C=C(C=C3)Br)C)=O ((+)-(4aR)-(10bR)-4-methyl-8-bromo-10b-methyl-1,2,3,4,4a,5,6,10b-octahydrobenzo[f]quinolin-3-one), C(C)(C)(C)C=1C=C(C=C(C1O)C(C)(C)C)B(O)O (3,5-di(t-butyl)-4-hydroxyphenylboronic acid), C([O-])([O-])=O.[Na+].[Na+] (sodium carbonate), C1CCOC1 (THF). The reagents and catalysts are [Pd].C1(=CC=CC=C1)P(C1=CC=CC=C1)C1=CC=CC=C1.C1(=CC=CC=C1)P(C1=CC=CC=C1)C1=CC=CC=C1.C1(=CC=CC=C1)P(C1=CC=CC=C1)C1=CC=CC=C1.C1(=CC=CC=C1)P(C1=CC=CC=C1)C1=CC=CC=C1 (tetrakis (triphenylphosphine) palladium (0)). Run in C(Cl)(Cl)Cl (chloroform). The product is CN1C(CC[C@@]2(C3=C(CC[C@@H]12)C=C(C=C3)C3=CC(=C(C(=C3)C(C)(C)C)O)C(C)(C)C)C)=O ((+)-(4aR)-(10bR)-4-methyl-8-(3,5-di [t-butyl]-4-hydroxy-phenyl)-10b-methyl-1,2,3,4,4a,5,6,10b-octahydrobenzo [f]-quinolin-3-one). The yield is 60.3%. As a reaction SMILES: [CH3:1][N:2]1[C@H:11]2[C@@:6]([CH3:17])([C:7]3[CH:15]=[CH:14][C:13](Br)=[CH:12][C:8]=3[CH2:9][CH2:10]2)[CH2:5][CH2:4][C:3]1=[O:18].[C:19]([C:23]1[CH:24]=[C:25](B(O)O)[CH:26]=[C:27]([C:30]([CH3:33])([CH3:32])[CH3:31])[C:28]=1[OH:29])([CH3:22])([CH3:21])[CH3:20].C(=O)([O-])[O-].[Na+].[Na+].C1COCC1>C(Cl)(Cl)Cl.[Pd].C1(P(C2C=CC=CC=2)C2C=CC=CC=2)C=CC=CC=1.C1(P(C2C=CC=CC=2)C2C=CC=CC=2)C=CC=CC=1.C1(P(C2C=CC=CC=2)C2C=CC=CC=2)C=CC=CC=1.C1(P(C2C=CC=CC=2)C2C=CC=CC=2)C=CC=CC=1>[CH3:1][N:2]1[C@H:11]2[C@@:6]([CH3:17])([C:7]3[CH:15]=[CH:14][C:13]([C:25]4[CH:26]=[C:27]([C:30]([CH3:31])([CH3:32])[CH3:33])[C:28]([OH:29])=[C:23]([C:19]([CH3:22])([CH3:21])[CH3:20])[CH:24]=4)=[CH:12][C:8]=3[CH2:9][CH2:10]2)[CH2:5][CH2:4][C:3]1=[O:18] |f:2.3.4,7.8.9.10.11|. Reported procedure: A 15 mL round bottom flask was charged with (+)-(4aR)-(10bR)-4-methyl-8-bromo-10b-methyl-1,2,3,4,4a,5,6,10b-octahydrobenzo[f]quinolin-3-one (200 mg, 0.65 mmol), tetrakis (triphenylphosphine) palladium (0) {23 mg, 0.02 mmol), 3,5-di(t-butyl)-4-hydroxyphenylboronic acid (195 mg, 0.78 mmol), 0.65 mL of 2M sodium carbonate solution and 2 mL of THF, fitted with a reflux condenser, and the stirred mixture was heated at 80°, under nitrogen, for 16 h. The mixture was cooled, diluted with chloroform (50 ...